The task is: describe an organic reaction: reactants, conditions, products, and yield. This data is from the Open Reaction Database (ORD), a public repository of structured organic reaction records. The reactants are COC(C(C)[C@@]1(CCCN2CCC3=C([C@H]12)NC1=CC(=CC=C13)[N+](=O)[O-])CC)=O ((-)-(1S,12bS)-1-ethyl-10-nitro-1,2,3,4,6,7,12,12b-octahydroindolo[2,3-a]quinolizin-1-yl-propionic acid methyl ester), acid amide, [OH-].[K+] (potassium hydroxide), C(C)O (ethanol). The product is C(C)[C@]1(CCCN2CCC3=C([C@H]12)NC1=CC(=CC=C13)[N+](=O)[O-])C(C(=O)O)C ((-)-(1S,12bS)-1-ethyl-10-nitro-1,2,3,4,6,7,12,12b-octahydroindolo[2,3-a]quinolizin-1-yl-propionic acid). The yield is 81.0%. As a reaction SMILES: C[O:2][C:3](=[O:28])[CH:4]([C@@:6]1([CH2:26][CH3:27])[C@@H:15]2[N:10]([CH2:11][CH2:12][C:13]3[C:22]4[C:17](=[CH:18][C:19]([N+:23]([O-:25])=[O:24])=[CH:20][CH:21]=4)[NH:16][C:14]=32)[CH2:9][CH2:8][CH2:7]1)[CH3:5].[OH-].[K+].C(O)C>>[CH2:26]([C@:6]1([CH:4]([CH3:5])[C:3]([OH:28])=[O:2])[C@@H:15]2[N:10]([CH2:11][CH2:12][C:13]3[C:22]4[C:17](=[CH:18][C:19]([N+:23]([O-:25])=[O:24])=[CH:20][CH:21]=4)[NH:16][C:14]=32)[CH2:9][CH2:8][CH2:7]1)[CH3:27] |f:1.2|. Procedure: A solution containing 0.385 g (0.001 mole) of (-)-(1S,12bS)-1d-ethyl-10-nitro-1,2,3,4,6,7,12,12b-octahydroindolo[2,3-a]quinolizin-1-yl-propionic acid methyl ester (prepared as described in Example 53) dissolved in the mixture of 0.169 g. (0.003 moles) of potassium hydroxide in 8 moles of 96% ethanol is refluxed for 20 minutes, then evaporated. The residue is dissolved in a little amount of water and acidified to pH 6 by adding acetic acid. The precipitate is filtered, washed with water and dried... Reactants: C1CCOC1, CCCC1CCC(C2C=Cc3c4c(c(F)c(F)c3O2)OCCC4)CC1. The product is CCCC1CCC(C2CCc3c4c(c(F)c(F)c3O2)OCCC4)CC1. RXN SMILES: [CH2:26]1[O:27][CH2:28][CH2:29][CH2:30]1.[F:1][c:2]1[c:3]2[c:4]([c:5]3[c:10]([c:11]1[F:12])[O:9][CH:8]([CH:13]1[CH2:14][CH2:15][CH:16]([CH2:19][CH2:20][CH3:21])[CH2:17][CH2:18]1)[CH:7]=[CH:6]3)[CH2:22][CH2:23][CH2:24][O:25]2>>[F:1][c:2]1[c:3]2[c:4]([c:5]3[c:10]([c:11]1[F:12])[O:9][CH:8]([CH:13]1[CH2:14][CH2:15][CH:16]([CH2:19][CH2:20][CH3:21])[CH2:17][CH2:18]1)[CH2:7][CH2:6]3)[CH2:22][CH2:23][CH2:24][O:25]2.